describe an organic reaction: reactants, conditions, products, and yield From a dataset of the Open Reaction Database (ORD), a public repository of structured organic reaction records. The reactants are ice, C(C1=CC=CC=C1)NC(C(C1CCCC1)N1C(=NC2=C1C=C(C(=C2)F)F)C2=CC=C(C=C2)Cl)=O (N-benzyl-2-[2-(4-chloro-phenyl)-5,6-difluoro-benzoimidazol-1-yl]-2-cyclopentyl-acetamide), C(C)(=O)O (acetic acid), C(C)(=O)OC(C)=O (acetic anhydride), N(=O)[O-].[Na+] (sodium nitrite). Run at time 1 hour. Product: C(C1=CC=CC=C1)N(C(C(C1CCCC1)N1C(=NC2=C1C=C(C(=C2)F)F)C2=CC=C(C=C2)Cl)=O)N=O (N-Benzyl-N-nitroso-2-[2-(4-chloro-phenyl)-5,6-difluoro-benzoimidazol-1-yl]-2-cyclopentyl-acetamide). RXN SMILES: [CH2:1]([NH:8][C:9](=[O:34])[CH:10]([N:16]1[C:20]2[CH:21]=[C:22]([F:26])[C:23]([F:25])=[CH:24][C:19]=2[N:18]=[C:17]1[C:27]1[CH:32]=[CH:31][C:30]([Cl:33])=[CH:29][CH:28]=1)[CH:11]1[CH2:15][CH2:14][CH2:13][CH2:12]1)[C:2]1[CH:7]=[CH:6][CH:5]=[CH:4][CH:3]=1.C(O)(=O)C.C(OC(=O)C)(=O)C.[N:46]([O-])=[O:47].[Na+]>>[CH2:1]([N:8]([N:46]=[O:47])[C:9](=[O:34])[CH:10]([N:16]1[C:20]2[CH:21]=[C:22]([F:26])[C:23]([F:25])=[CH:24][C:19]=2[N:18]=[C:17]1[C:27]1[CH:28]=[CH:29][C:30]([Cl:33])=[CH:31][CH:32]=1)[CH:11]1[CH2:12][CH2:13][CH2:14][CH2:15]1)[C:2]1[CH:3]=[CH:4][CH:5]=[CH:6][CH:7]=1 |f:3.4|. Reported procedure: To a ice-cold solution of 9.50 g (19.79 mmol) N-benzyl-2-[2-(4-chloro-phenyl)-5,6-difluoro-benzoimidazol-1-yl]-2-cyclopentyl-acetamide in 64.53 ml (1128 mmol) acetic acid and 135.84 ml (2395 mmol) acetic anhydride were added in portions over 60 min. 6.83 g (99 mmol) sodium nitrite. The reaction mixture was stirred for 1 h in an ice-bath, then at room temperature overnight. The mixture was evaporated and the residue was taken up in saturated aqueous sodium bicarbonate solution and ethyl acetate a... Starting materials: C[Al](C)C, CCCCCCC, [Cl-], ClCCl, Cl, O=Cc1cc(Cn2cc([N+](=O)[O-])cn2)on1, N#N, [NH4+]. Product: CC(O)c1cc(Cn2cc([N+](=O)[O-])cn2)on1. RXN SMILES: [CH3:19][Al:20]([CH3:21])[CH3:22].[CH3:29][CH2:30][CH2:31][CH2:32][CH2:33][CH2:34][CH3:35].[Cl-:23].[Cl:26][CH2:27][Cl:28].[ClH:25].[N+:3](=[O:4])([O-:5])[c:6]1[cH:7][n:8][n:9]([CH2:11][c:12]2[cH:13][c:14]([CH:17]=[O:18])[n:15][o:16]2)[cH:10]1.[N:1]#[N:2].[NH4+:24]>>[N+:3](=[O:4])([O-:5])[c:6]1[cH:7][n:8][n:9]([CH2:11][c:12]2[cH:13][c:14]([CH:17]([OH:18])[CH3:19])[n:15][o:16]2)[cH:10]1. The reactants are BrC=1C=C(C(=NC1)CCCCN)C (5-Bromo-2-(4-aminobutyl)-3-methylpyridine), FC1=CC=C(CC=2C(NC(=NC2)SC)=O)C=C1 (5-(4-fluorobenzyl)-2-methylthio-4-pyrimidone). Run in N1=CC=CC=C1 (pyridine). The product is BrC=1C=C(C(=NC1)CCCCNC1=NC=C(C(N1)=O)CC1=CC=C(C=C1)F)C (2-[4-(5-bromo-3-methylpyrid-2-yl)butylamino]-5-(4-fluorobenzyl)-4-pyrimidone). The yield is 71.9%. As a reaction SMILES: [Br:1][C:2]1[CH:3]=[C:4]([CH3:13])[C:5]([CH2:8][CH2:9][CH2:10][CH2:11][NH2:12])=[N:6][CH:7]=1.[F:14][C:15]1[CH:30]=[CH:29][C:18]([CH2:19][C:20]2[C:21](=[O:28])[NH:22][C:23](SC)=[N:24][CH:25]=2)=[CH:17][CH:16]=1>N1C=CC=CC=1>[Br:1][C:2]1[CH:3]=[C:4]([CH3:13])[C:5]([CH2:8][CH2:9][CH2:10][CH2:11][NH:12][C:23]2[NH:22][C:21](=[O:28])[C:20]([CH2:19][C:18]3[CH:29]=[CH:30][C:15]([F:14])=[CH:16][CH:17]=3)=[CH:25][N:24]=2)=[N:6][CH:7]=1. Procedure: 5-Bromo-2-(4-aminobutyl)-3-methylpyridine, (0.88 g) and 5-(4-fluorobenzyl)-2-methylthio-4-pyrimidone (0.75 g) were refluxed in pyridine (3 ml) for 24 hours. The pyridine was removed in vacuo and the residue triturated with ethanol (5 ml) giving a colourless solid. The solid was recrystallised from methanol giving 2-[4-(5-bromo-3-methylpyrid-2-yl)butylamino]-5-(4-fluorobenzyl)-4-pyrimidone (0.96 g) m.p. 172°-3° C. Starting materials: C(C)OC(C(CC(C)C)C=1C=C(C=C(C1)N1C(CCCC1)CC)C1=CC=C(C=C1)C(F)(F)F)=O (2-[5-(2-ethyl-piperidin-1-yl)-4′-trifluoromethyl-biphenyl-3-yl]-4-methyl-pentanoic acid ethyl ester), [OH-].[Na+] (NaOH). Run in CO (MeOH). Conditions: temperature 60 celsius. Yields the product C(C)C1N(CCCC1)C=1C=C(C=C(C1)C1=CC=C(C=C1)C(F)(F)F)C(C(=O)O)CC(C)C (2-[5-(2-ethyl-piperidin-1-yl)-4′-trifluoromethyl-biphenyl-3-yl]-4-methyl-pentanoic acid). As a reaction SMILES: C([O:3][C:4](=[O:34])[CH:5]([C:10]1[CH:11]=[C:12]([C:24]2[CH:29]=[CH:28][C:27]([C:30]([F:33])([F:32])[F:31])=[CH:26][CH:25]=2)[CH:13]=[C:14]([N:16]2[CH2:21][CH2:20][CH2:19][CH2:18][CH:17]2[CH2:22][CH3:23])[CH:15]=1)[CH2:6][CH:7]([CH3:9])[CH3:8])C.[OH-].[Na+]>CO>[CH2:22]([CH:17]1[CH2:18][CH2:19][CH2:20][CH2:21][N:16]1[C:14]1[CH:15]=[C:10]([CH:5]([CH2:6][CH:7]([CH3:8])[CH3:9])[C:4]([OH:34])=[O:3])[CH:11]=[C:12]([C:24]2[CH:29]=[CH:28][C:27]([C:30]([F:31])([F:32])[F:33])=[CH:26][CH:25]=2)[CH:13]=1)[CH3:23] |f:1.2|. Procedure details: To a solution of 2-[5-(2-ethyl-piperidin-1-yl)-4′-trifluoromethyl-biphenyl-3-yl]-4-methyl-pentanoic acid ethyl ester (12 mg, 0.03 mmol) in MeOH (1 mL) was added 3N NaOH (0.200 mL) and heated to 60° C. for 2 h. The reaction was concentrated in vacuo to remove MeOH. The thick liquid was acidified to pH=2 by 2N HCl. The resulting acidic solution was extracted with EtOAc. The organic fraction was dried (MgSO4) and concentrated in vacuo. The crude mixture was purified by Gilson reverse phase column c... The reactants are CP(OC)(OC)=O (dimethyl methyl-phosphonate), S(O)(O)(=O)=O (sulfuric acid), FC(C(=O)OCC)CCCC (ethyl 2-fluorohexanoate), solution, C(CCC)[Li] (butyl lithium). Run in O1CCCC1 (tetrahydrofuran), O1CCCC1 (tetrahydrofuran), CCCCCC (hexane). Conditions: time 5 minute. The product is COP(OC)(=O)CC(C(CCCC)F)=O (dimethyl(2-oxo-3-fluoroheptyl)phosphonate). Yield: 80.5%. As a reaction SMILES: [CH3:1][P:2](=[O:7])([O:5][CH3:6])[O:3][CH3:4].C([Li])CCC.[F:13][CH:14]([CH2:20][CH2:21][CH2:22][CH3:23])[C:15](OCC)=[O:16].S(=O)(=O)(O)O>CCCCCC.O1CCCC1>[CH3:4][O:3][P:2]([CH2:1][C:15](=[O:16])[CH:14]([F:13])[CH2:20][CH2:21][CH2:22][CH3:23])(=[O:7])[O:5][CH3:6]. Procedure details: To a solution of 7.7 g. (0.06 mole) of dimethyl methyl-phosphonate in 80 ml. of tetrahydrofuran at -73° C. was added dropwise 43.4 ml. of a 1.42 molar solution of butyl lithium in hexane. After stirring for 5 minutes, a solution of 4 g. (0.03 mole) of ethyl 2-fluorohexanoate in 20 ml. of tetrahydrofuran was added dropwise. The resulting solution was then allowed to warm to 0° and then acidified (pH3) with 2 N sulfuric acid. The mixture was then extracted with hexane, the hexane solution washed w...